From a dataset of the Open Reaction Database (ORD), a public repository of structured organic reaction records. describe an organic reaction: reactants, conditions, products, and yield Solvent: O (water), O1CCCC1 (tetrahydrofuran). Procedure: 3-Aminohexahydro-2-oxo-1H-azepine-1-acetic acid (which can be prepared by the procedure of Thorsett, E. D. et al. J. Med. Chem. 1986, 29, 251-260; 9.3 g, 50 mmol) was added to a solution of sodium hydrogen carbonate (5 g, 60 mmol) in water (100 mL). A solution of 1-[[(9H-fluoren-9-ylmethoxy)carbonyl]oxy-2,5-pyrrolidinedione (Fmoc-OSu; 18.6 g, 55 mmol) in tetrahydrofuran (110 mL) was added. The solution was stirred at room temperature overnight and then ether (200 mL) was added. The layers were s... As a reaction SMILES: [NH2:1][CH:2]1[CH2:8][CH2:7][CH2:6][CH2:5][N:4]([CH2:9][C:10]([OH:12])=[O:11])[C:3]1=[O:13].C(=O)([O-])O.[Na+].[CH:19]1[C:31]2[CH:30]([CH2:32][O:33][C:34](ON3C(=O)CCC3=O)=[O:35])[C:29]3[C:24](=[CH:25][CH:26]=[CH:27][CH:28]=3)[C:23]=2[CH:22]=[CH:21][CH:20]=1.CCOCC>O.O1CCCC1>[CH:19]1[C:31]2[CH:30]([CH2:32][O:33][C:34]([NH:1][CH:2]3[CH2:8][CH2:7][CH2:6][CH2:5][N:4]([CH2:9][C:10]([OH:12])=[O:11])[C:3]3=[O:13])=[O:35])[C:29]3[C:24](=[CH:25][CH:26]=[CH:27][CH:28]=3)[C:23]=2[CH:22]=[CH:21][CH:20]=1 |f:1.2|. Conditions: time 8 hour. Reactants: NC1C(N(CCCC1)CC(=O)O)=O (3-Aminohexahydro-2-oxo-1H-azepine-1-acetic acid), C(O)([O-])=O.[Na+] (sodium hydrogen carbonate), C1=CC=CC=2C3=CC=CC=C3C(C12)COC(=O)ON1C(CCC1=O)=O ([(9H-fluoren-9-ylmethoxy)carbonyl]oxy-2,5-pyrrolidinedione), CCOCC (ether). Product: C1=CC=CC=2C3=CC=CC=C3C(C12)COC(=O)NC1C(N(CCCC1)CC(=O)O)=O (3-[[(9H-fluoren-9-ylmethoxy)carbonyl]amino]hexahydro-2-oxo-1H-azepine-1-acetic acid). Yield: 98.0%.